From a dataset of the Open Reaction Database (ORD), a public repository of structured organic reaction records. describe an organic reaction: reactants, conditions, products, and yield Starting materials: C(C)(C)(C)OC(NCCNCCCC1=CNC2=CC=C(C=C12)N1C=NN=C1)=O (2-[(3-[5-(1,2,4-triazol-4-yl)-1H-indol-3-yl]propyl)amino]ethyl carbamic acid tert-butyl ester), C(C1=CC=CC=C1)=O (benzaldehyde), C(C)(=O)O (acetic acid), C(#N)[BH3-].[Na+] (sodium cyanoborohydride), C(C1=CC=CC=C1)=O (benzaldehyde), C(C1=CC=CC=C1)=O (benzaldehyde). Solvent: CO (methanol). Conditions: time 4 hour. The product is C(C)(C)(C)OC(NCCN(CCCC1=CNC2=CC=C(C=C12)N1C=NN=C1)CC1=CC=CC=C1)=O (2-[(Phenylmethyl)(3-[5-(1,2,4-triazol-4-yl)-1H-indol-3-yl]propyl)amino]ethyl carbamic acid tert-butyl ester). Yield: 77.3%. RXN SMILES: [C:1]([O:5][C:6](=[O:28])[NH:7][CH2:8][CH2:9][NH:10][CH2:11][CH2:12][CH2:13][C:14]1[C:22]2[C:17](=[CH:18][CH:19]=[C:20]([N:23]3[CH:27]=[N:26][N:25]=[CH:24]3)[CH:21]=2)[NH:16][CH:15]=1)([CH3:4])([CH3:3])[CH3:2].[CH:29](=O)[C:30]1[CH:35]=[CH:34][CH:33]=[CH:32][CH:31]=1.C(O)(=O)C.C([BH3-])#N.[Na+]>CO>[C:1]([O:5][C:6](=[O:28])[NH:7][CH2:8][CH2:9][N:10]([CH2:29][C:30]1[CH:35]=[CH:34][CH:33]=[CH:32][CH:31]=1)[CH2:11][CH2:12][CH2:13][C:14]1[C:22]2[C:17](=[CH:18][CH:19]=[C:20]([N:23]3[CH:27]=[N:26][N:25]=[CH:24]3)[CH:21]=2)[NH:16][CH:15]=1)([CH3:4])([CH3:2])[CH3:3] |f:3.4|. Reported procedure: To a solution of 2-[(3-[5-(1,2,4-triazol-4-yl)-1H-indol-3-yl]propyl)amino]ethyl carbamic acid tert-butyl ester (0.42 g, 1.2 mmol) in methanol (10 ml) at 0° C. was added benzaldehyde (133 μl, 1.3 mmol), acetic acid (189 μl, 3.3 mmol) and sodium cyanoborohydride (137 mg, 2.2 mmol). After addition the cooling bath was removed and the mixture stirred for 4 h. After this time more benzaldehyde (110 μl, 1.1 mmol) was added and the mixture stirred for 18 h. More benzaldehyde (110 μl, 1.1 mmol) was adde... Procedure details: The title compound was prepared according to the procedure described in Example 19 employing 3-amino-6-chloro-2-(4-methoxy-pyridine-2-carbonyl)indole (Example 72) and isovaleryl chloride. m.p.: 162-163° C. (ethyl acetate/hexane) Run in C(C)(=O)OCC.CCCCCC (ethyl acetate hexane). The reactants are NC1=C(NC2=CC(=CC=C12)Cl)C(=O)C1=NC=CC(=C1)OC (3-amino-6-chloro-2-(4-methoxy-pyridine-2-carbonyl)indole), C(CC(C)C)(=O)Cl (isovaleryl chloride). As a reaction SMILES: [NH2:1][C:2]1[C:10]2[C:5](=[CH:6][C:7]([Cl:11])=[CH:8][CH:9]=2)[NH:4][C:3]=1[C:12]([C:14]1[CH:19]=[C:18]([O:20][CH3:21])[CH:17]=[CH:16][N:15]=1)=[O:13].[C:22](Cl)(=[O:27])[CH2:23][CH:24]([CH3:26])[CH3:25]>C(OCC)(=O)C.CCCCCC>[Cl:11][C:7]1[CH:6]=[C:5]2[C:10]([C:2]([NH:1][C:22](=[O:27])[CH2:23][CH:24]([CH3:26])[CH3:25])=[C:3]([C:12]([C:14]3[CH:19]=[C:18]([O:20][CH3:21])[CH:17]=[CH:16][N:15]=3)=[O:13])[NH:4]2)=[CH:9][CH:8]=1 |f:2.3|. The product is ClC1=CC=C2C(=C(NC2=C1)C(=O)C1=NC=CC(=C1)OC)NC(CC(C)C)=O (6-Chloro-3-isovalerylamino-2-(4-methoxypyridine-2-carbonyl)indole). Reactants: Cc1ccc(C2(CSC(C(=O)N3C(=O)OCC3c3ccccc3)C(Nc3ccc(F)cc3)c3ccc(OCC(=O)OC(C)(C)C)cc3)OCC(C)(C)CO2)cc1, CCCC[N+](CCCC)(CCCC)CCCC, Cc1ccccc1, [F-]. Yields the product Cc1ccc(C2(CSC3C(=O)N(c4ccc(F)cc4)C3c3ccc(OCC(=O)OC(C)(C)C)cc3)OCC(C)(C)CO2)cc1. RXN SMILES: [CH3:1][C:2]1([CH3:56])[CH2:3][O:4][C:5]([c:8]2[cH:9][cH:10][c:11]([CH3:14])[cH:12][cH:13]2)([CH2:15][S:16][CH:17]([CH:18]([NH:19][c:20]2[cH:21][cH:22][c:23]([F:26])[cH:24][cH:25]2)[c:27]2[cH:28][cH:29][c:30]([O:31][CH2:32][C:33](=[O:34])[O:35][C:36]([CH3:37])([CH3:38])[CH3:39])[cH:40][cH:41]2)[C:42]([N:43]2[CH:44]([c:45]3[cH:46][cH:47][cH:48][cH:49][cH:50]3)[CH2:51][O:52][C:53]2=[O:54])=[O:55])[O:6][CH2:7]1.[CH3:58][CH2:59][CH2:60][CH2:61][N+:62]([CH2:63][CH2:64][CH2:65][CH3:66])([CH2:67][CH2:68][CH2:69][CH3:70])[CH2:71][CH2:72][CH2:73][CH3:74].[CH3:75][c:76]1[cH:77][cH:78][cH:79][cH:80][cH:81]1.[F-:57]>>[CH3:1][C:2]1([CH3:56])[CH2:3][O:4][C:5]([c:8]2[cH:9][cH:10][c:11]([CH3:14])[cH:12][cH:13]2)([CH2:15][S:16][CH:17]2[CH:18]([c:27]3[cH:28][cH:29][c:30]([O:31][CH2:32][C:33](=[O:34])[O:35][C:36]([CH3:37])([CH3:38])[CH3:39])[cH:40][cH:41]3)[N:19]([c:20]3[cH:21][cH:22][c:23]([F:26])[cH:24][cH:25]3)[C:42]2=[O:55])[O:6][CH2:7]1. The reactants are C(CCC)C1=NC2=C(N1CC1=CC=C(C=C1)C=1C(=CC=CC1)C(=O)OC)SC=C2 (Methyl 4'-[(2-butyl-3H-thieno-(2,3-d)-imidazol-3-yl)-methyl]-(1,1'-biphenyl)-2-carboxylate), [OH-].[Na+] (sodium hydroxide). The solvent is CO (methanol). Yields the product C(CCC)C1=NC2=C(N1CC1=CC=C(C=C1)C=1C(=CC=CC1)C(=O)O)SC=C2 (4'[(2-butyl-3H-thieno-(2,3-d)-imidazol-3-yl)-methyl]-(1,1'-biphenyl)-2-carboxylic acid). The yield is 66.3%. As a reaction SMILES: [CH2:1]([C:5]1[N:9]([CH2:10][C:11]2[CH:16]=[CH:15][C:14]([C:17]3[C:18]([C:23]([O:25]C)=[O:24])=[CH:19][CH:20]=[CH:21][CH:22]=3)=[CH:13][CH:12]=2)[C:8]2[S:27][CH:28]=[CH:29][C:7]=2[N:6]=1)[CH2:2][CH2:3][CH3:4].[OH-].[Na+]>CO>[CH2:1]([C:5]1[N:9]([CH2:10][C:11]2[CH:12]=[CH:13][C:14]([C:17]3[C:18]([C:23]([OH:25])=[O:24])=[CH:19][CH:20]=[CH:21][CH:22]=3)=[CH:15][CH:16]=2)[C:8]2[S:27][CH:28]=[CH:29][C:7]=2[N:6]=1)[CH2:2][CH2:3][CH3:4] |f:1.2|. Procedure: Using the procedure of Example 31, 250 mg of the product of Example 30 (isomer B) in 4 ml of methanol and then the addition of 0.3 ml of sodium hydroxide (10N) were reacted to obtain 160 mg of the expected product melting at 203° C. Starting materials: ( C ), C(CC(=O)C)(=O)N (acetoacetamide), N1CCCC1 (pyrrolidine). Solvent: C1=CC=CC=C1 (benzene). The product is N1(CCCC1)C(=CC(=O)N)C (3-pyrrolidyl-2-butenamide). As a reaction SMILES: [C:1]([NH2:7])(=[O:6])[CH2:2][C:3]([CH3:5])=O.[NH:8]1[CH2:12][CH2:11][CH2:10][CH2:9]1>C1C=CC=CC=1>[N:8]1([C:3]([CH3:5])=[CH:2][C:1]([NH2:7])=[O:6])[CH2:12][CH2:11][CH2:10][CH2:9]1. Reported procedure: N-[5-(4'-(1,1-dimethylethyl)phenyl)thien-2-yl]-amine, as prepared in Preparation 5, was dis tetrahydrofuran (50 mL). The solution was then treated with diketene (3.0 mL) at 50° C. for 90 minutes. Evaporation of the solvent and chromatography of the residue on silica gel (100 g, elute with ethyl acetate/hexane mixtures) yielded the acetoacetamide, a compound of formula (C). The acetoacetamide (1.14 g) was then dissolved in benzene (30 mL). The solution was treated with pyrrolidine (0.90 mL) and t...